Dataset: the Open Reaction Database (ORD), a public repository of structured organic reaction records. Task: describe an organic reaction: reactants, conditions, products, and yield Reactants: CO, CN, CN(C)C=Cc1cccc([N+](=O)[O-])c1C#N, Cl, O. The product is CNC=Cc1cccc([N+](=O)[O-])c1C#N. RXN SMILES: [CH3:20][OH:21].[CH3:2][NH2:3].[CH3:4][N:5]([CH:6]=[CH:7][c:8]1[c:9]([C:10]#[N:11])[c:12]([N+:16](=[O:17])[O-:18])[cH:13][cH:14][cH:15]1)[CH3:19].[ClH:1].[OH2:22]>>[CH3:4][NH:5][CH:6]=[CH:7][c:8]1[c:9]([C:10]#[N:11])[c:12]([N+:16](=[O:17])[O-:18])[cH:13][cH:14][cH:15]1. Reactants: CC1(CC(CCC1)C(=O)OC)C (methyl 3,3-dimethylcyclohexanecarboxylate), C(C)(C)[N-]C(C)C.[Li+] (lithium diisopropylamide), BrCCOC (1-bromo-2-methoxyethane). Solvent: CCOCC (ether), O1CCCC1 (tetrahydrofuran). Conditions: time 30 minute. The product is COCCC1(CC(CCC1)(C)C)C(=O)OC (methyl 1-(2-methoxyethyl)-3,3-dimethylcyclohexanecarboxylate). RXN SMILES: [CH3:1][C:2]1([CH3:12])[CH2:7][CH2:6][CH2:5][CH:4]([C:8]([O:10][CH3:11])=[O:9])[CH2:3]1.C([N-]C(C)C)(C)C.[Li+].Br[CH2:22][CH2:23][O:24][CH3:25]>O1CCCC1.CCOCC>[CH3:25][O:24][CH2:23][CH2:22][C:4]1([C:8]([O:10][CH3:11])=[O:9])[CH2:5][CH2:6][CH2:7][C:2]([CH3:12])([CH3:1])[CH2:3]1 |f:1.2|. Reported procedure: A solution of EXAMPLE 146B (0.60 g) in tetrahydrofuran (5 mL) was added to lithium diisopropylamide (2.0 M, 2.10 mL) at −78° C. After stirring for 30 minutes, 1-bromo-2-methoxyethane (0.64 g) was added and the reaction mixture was allowed to warm to room temperature. The reaction mixture was diluted with ether (75 mL), washed with water (50 mL) and brine (50 mL), dried over magnesium sulfate, filtered, and concentrated. Silica gel chromatography eluting with 1-20% ethyl acetate in hexanes provid... Yields the product C(C)(=O)C=1C(N(C2=NC(=C(C=C2C1NC(N(C)C)=O)C1=CC=C(C=C1)Cl)C1=C(C=C(C=C1)Cl)Cl)C)=O (N′-[3-Acetyl-6-(4-chlorophenyl)-7-(2,4-dichlorophenyl)-1-methyl-2-oxo-1,2-dihydro-1,8-naphthyridin-4-yl]-N,N-dimethylurea). RXN SMILES: [C:1]([C:4]1[C:5](=[O:31])[N:6]([CH3:30])[C:7]2[C:12]([C:13]=1[NH2:14])=[CH:11][C:10]([C:15]1[CH:20]=[CH:19][C:18]([Cl:21])=[CH:17][CH:16]=1)=[C:9]([C:22]1[CH:27]=[CH:26][C:25]([Cl:28])=[CH:24][C:23]=1[Cl:29])[N:8]=2)(=[O:3])[CH3:2].[H-].[Na+].[CH3:34][N:35]([CH3:39])[C:36](Cl)=[O:37]>C1COCC1>[C:1]([C:4]1[C:5](=[O:31])[N:6]([CH3:30])[C:7]2[C:12]([C:13]=1[NH:14][C:36](=[O:37])[N:35]([CH3:39])[CH3:34])=[CH:11][C:10]([C:15]1[CH:16]=[CH:17][C:18]([Cl:21])=[CH:19][CH:20]=1)=[C:9]([C:22]1[CH:27]=[CH:26][C:25]([Cl:28])=[CH:24][C:23]=1[Cl:29])[N:8]=2)(=[O:3])[CH3:2] |f:1.2|. Run at time 10 minute. Run in C1CCOC1 (THF). The reactants are [H-].[Na+] (sodium hydride), C(C)(=O)C=1C(N(C2=NC(=C(C=C2C1N)C1=CC=C(C=C1)Cl)C1=C(C=C(C=C1)Cl)Cl)C)=O (3-Acetyl-4-amino-6-(4-chlorophenyl)-7-(2,4-dichlorophenyl)-1-methyl-1,8-naphthyridin-2(1H)-one), CN(C(=O)Cl)C (dimethylcarbamyl chloride). Procedure: A solution of the product from Example 2 (70 mg) in THF (1 mL), under nitrogen, was cooled to 0° C. and treated with sodium hydride (60% in mineral oil) (7 mg). The suspension was stirred for 10 min were upon dimethylcarbamyl chloride (15 uL) was added. The reaction was allowed to warm to room temperature and was stirred overnight. The reaction mixture was quenched with water and extracted twice with ethyl acetate. The organic layer was dried (MgSO4), filtered and concentrated in vacuo. Purifica...